Dataset: the Open Reaction Database (ORD), a public repository of structured organic reaction records. Task: describe an organic reaction: reactants, conditions, products, and yield Starting materials: Nc1ccc2ncnc(Nc3cccc(Br)c3)c2c1, ClCCl, CN1CCOCC1, CO, CC(C)SSCC(=O)O, CC(C)COC(=O)Cl, C1CCOC1. Yields the product CC(C)SSCC(=O)Nc1ccc2ncnc(Nc3cccc(Br)c3)c2c1. As a reaction SMILES: [Br:25][c:26]1[cH:27][c:28]([NH:32][c:33]2[n:34][cH:35][n:36][c:37]3[cH:38][cH:39][c:40]([NH2:43])[cH:41][c:42]23)[cH:29][cH:30][cH:31]1.[CH2:49]([Cl:50])[Cl:51].[CH3:18][N:19]1[CH2:20][CH2:21][O:22][CH2:23][CH2:24]1.[CH3:52][OH:53].[CH:1]([CH3:2])([CH3:3])[S:4][S:5][CH2:6][C:7](=[O:8])[OH:9].[Cl:10][C:11]([O:12][CH2:13][CH:14]([CH3:15])[CH3:16])=[O:17].[O:44]1[CH2:45][CH2:46][CH2:47][CH2:48]1>>[CH:1]([CH3:2])([CH3:3])[S:4][S:5][CH2:6][C:7](=[O:9])[NH:43][c:40]1[cH:39][cH:38][c:37]2[n:36][cH:35][n:34][c:33]([NH:32][c:28]3[cH:27][c:26]([Br:25])[cH:31][cH:30][cH:29]3)[c:42]2[cH:41]1. The reactants are CC(C)(C)[Si](C)(C)OCCCOc1ccc(-c2nc3c(s2)CCCC3)cn1, CCO, Cl, O. Product: OCCCOc1ccc(-c2nc3c(s2)CCCC3)cn1. RXN SMILES: [C:1]([Si:2]([CH3:3])([CH3:4])[O:6][CH2:7][CH2:8][CH2:9][O:10][c:11]1[cH:12][cH:13][c:14](-[c:17]2[s:18][c:19]3[c:20]([n:21]2)[CH2:22][CH2:23][CH2:24][CH2:25]3)[cH:15][n:16]1)([CH3:5])([CH3:26])[CH3:27].[CH3:28][CH2:29][OH:30].[ClH:31].[OH2:32]>>[OH:6][CH2:7][CH2:8][CH2:9][O:10][c:11]1[cH:12][cH:13][c:14](-[c:17]2[s:18][c:19]3[c:20]([n:21]2)[CH2:22][CH2:23][CH2:24][CH2:25]3)[cH:15][n:16]1. Solvent: CO (methanol), O (water). RXN SMILES: [CH2:1]([CH:3]1[CH2:8][CH2:7][CH2:6][CH2:5][N:4]1[C:9]1[C:10]([C:23]2[CH:28]=[CH:27][C:26]([F:29])=[CH:25][CH:24]=2)=[N:11][C:12]2[C:17]([N:18]=1)=[CH:16][C:15]([C:19]([O:21]C)=[O:20])=[CH:14][CH:13]=2)[CH3:2].[OH-].[Na+]>CO.O>[CH2:1]([CH:3]1[CH2:8][CH2:7][CH2:6][CH2:5][N:4]1[C:9]1[C:10]([C:23]2[CH:24]=[CH:25][C:26]([F:29])=[CH:27][CH:28]=2)=[N:11][C:12]2[C:17]([N:18]=1)=[CH:16][C:15]([C:19]([OH:21])=[O:20])=[CH:14][CH:13]=2)[CH3:2] |f:1.2|. Yield: 55.8%. The reactants are C(C)C1N(CCCC1)C=1C(=NC2=CC=C(C=C2N1)C(=O)OC)C1=CC=C(C=C1)F (methyl 3-(2-ethylpiperidin-1-yl)-2-(4-fluorophenyl)quinoxaline-6-carboxylate), [OH-].[Na+] (sodium hydroxide). Product: C(C)C1N(CCCC1)C=1C(=NC2=CC=C(C=C2N1)C(=O)O)C1=CC=C(C=C1)F (3-(2-ethylpiperidin-1-yl)-2-(4-fluorophenyl)quinoxaline-6-carboxylic acid). Reaction conditions: time 8 hour. Procedure details: To a solution of methyl 3-(2-ethylpiperidin-1-yl)-2-(4-fluorophenyl)quinoxaline-6-carboxylate (45 mg, 0.11 mmol) in methanol (15 mL) was added sodium hydroxide (10 mg, 0.25 mmol) in water (1 mL). The resulting solution was stirred overnight at room temperature and concentrated in vacuo. The residue was dissolved in water (3 mL), adjusted to pH 5 with hydrochloric acid (3M), and collected by filtration to afford 3-(2-ethylpiperidin-1-yl)-2-(4-fluorophenyl)quinoxaline-6-carboxylic acid as a yellow... The reactants are CC(=O)OC(C)=O, [K+], [OH-], O, OCc1cccc(O)c1. Yields the product CC(=O)Oc1cccc(CO)c1. Reaction SMILES: [CH3:12][C:13](=[O:14])[O:15][C:16](=[O:17])[CH3:18].[K+:11].[OH-:10].[OH2:19].[OH:1][c:2]1[cH:3][c:4]([CH2:5][OH:6])[cH:7][cH:8][cH:9]1>>[O:1]([c:2]1[cH:3][c:4]([CH2:5][OH:6])[cH:7][cH:8][cH:9]1)[C:13]([CH3:12])=[O:14].